Dataset: the Open Reaction Database (ORD), a public repository of structured organic reaction records. Task: describe an organic reaction: reactants, conditions, products, and yield Reactants: O=S(=O)(c1ccc(Br)s1)n1cccc1, [Li]C(C)(C)C, C1CCOC1, Cc1ccco1, [Cl-], [Cl-], [Pd], [Zn+2], c1ccc(P(c2ccccc2)c2ccccc2)cc1, c1ccc(P(c2ccccc2)c2ccccc2)cc1, c1ccc(P(c2ccccc2)c2ccccc2)cc1, c1ccc(P(c2ccccc2)c2ccccc2)cc1. Yields the product Cc1ccc(-c2ccc(S(=O)(=O)n3cccc3)s2)o1. As a reaction SMILES: [Br:12][c:13]1[cH:14][cH:15][c:16]([S:18](=[O:19])(=[O:20])[n:21]2[cH:22][cH:23][cH:24][cH:25]2)[s:17]1.[C:1]([Li:2])([CH3:3])([CH3:4])[CH3:5].[CH2:26]1[O:27][CH2:28][CH2:29][CH2:30]1.[CH3:6][c:7]1[o:8][cH:9][cH:10][cH:11]1.[Cl-:31].[Cl-:33].[Pd:34].[Zn+2:32].[c:35]1([P:36]([c:37]2[cH:38][cH:39][cH:40][cH:41][cH:42]2)[c:43]2[cH:44][cH:45][cH:46][cH:47][cH:48]2)[cH:49][cH:50][cH:51][cH:52][cH:53]1.[c:54]1([P:55]([c:56]2[cH:57][cH:58][cH:59][cH:60][cH:61]2)[c:62]2[cH:63][cH:64][cH:65][cH:66][cH:67]2)[cH:68][cH:69][cH:70][cH:71][cH:72]1.[c:73]1([P:74]([c:75]2[cH:76][cH:77][cH:78][cH:79][cH:80]2)[c:81]2[cH:82][cH:83][cH:84][cH:85][cH:86]2)[cH:87][cH:88][cH:89][cH:90][cH:91]1.[c:92]1([P:93]([c:94]2[cH:95][cH:96][cH:97][cH:98][cH:99]2)[c:100]2[cH:101][cH:102][cH:103][cH:104][cH:105]2)[cH:106][cH:107][cH:108][cH:109][cH:110]1>>[CH3:6][c:7]1[o:8][c:9](-[c:13]2[cH:14][cH:15][c:16]([S:18](=[O:19])(=[O:20])[n:21]3[cH:22][cH:23][cH:24][cH:25]3)[s:17]2)[cH:10][cH:11]1. The reactants are CC(CCC=C(C)C)C1=NC=C2C(NC=3C(=NC(=NC3N21)N2C(=NC=C2)C(CCC=C(C)C)C)CC)=O (9-(1,5-Dimethyl-4-hexenyl)-2-(2-(1,5-dimethyl-4-hexenyl)-1H-imidazol-1-yl)-4-ethylimidazo[5,1-h]pteridin-6(5H)-one), N1C=NC=C1 (imidazole). Product: CC(CCC=C(C)C)C1=NC=C2C(NC=3C(=NC(=NC3N21)N2C=NC=C2)CC)=O (9-(1,5-Dimethyl-4-hexenyl)-2-(1H-imidazol-1-yl)-4-ethylimidazo[5,1-h]pteridin-6(5H)-one). RXN SMILES: [CH3:1][CH:2]([C:9]1[N:21]2[C:12]([C:13](=[O:37])[NH:14][C:15]3[C:16]([CH2:35][CH3:36])=[N:17][C:18]([N:22]4[CH:26]=[CH:25][N:24]=[C:23]4C(C)CCC=C(C)C)=[N:19][C:20]=32)=[CH:11][N:10]=1)[CH2:3][CH2:4][CH:5]=[C:6]([CH3:8])[CH3:7].N1C=CN=C1>>[CH3:1][CH:2]([C:9]1[N:21]2[C:12]([C:13](=[O:37])[NH:14][C:15]3[C:16]([CH2:35][CH3:36])=[N:17][C:18]([N:22]4[CH:26]=[CH:25][N:24]=[CH:23]4)=[N:19][C:20]=32)=[CH:11][N:10]=1)[CH2:3][CH2:4][CH:5]=[C:6]([CH3:8])[CH3:7]. Reported procedure: Prepared by treatment of the product of Example 9f with excess imidazole at 200° C. Reactants: C[C@@H]1CC[C@@]2([C@H]([C@H]3[C@@H](O2)C[C@@H]4[C@@]3(CC[C@H]5[C@H]4CCC6=CC(=O)CC[C@]56C)C)C)OC1 (Diosgenone), [H][H] (hydrogen). Reagents/catalysts: [Pd].[O-]S(=O)(=O)[O-].[Ba+2] (Pd BaSO4). The solvent is O1CCCC1 (tetrahydrofuran). Product: C[C@@H]1CC[C@@]2([C@H]([C@H]3[C@@H](O2)C[C@@H]4[C@@]3(CC[C@H]5[C@H]4CC[C@H]6[C@@]5(CCC(=O)C6)C)C)C)OC1 (smilagenone). Yield: 89.6%. As a reaction SMILES: [CH3:1][C@H:2]1[CH2:30][O:29][C@@:5]2([O:9][C@H:8]3[CH2:10][C@H:11]4[C@@H:16]5[CH2:17][CH2:18][C:19]6[C@@:25]([CH3:26])([C@H:15]5[CH2:14][CH2:13][C@:12]4([CH3:27])[C@H:7]3[C@@H:6]2[CH3:28])[CH2:24][CH2:23][C:21](=[O:22])[CH:20]=6)[CH2:4][CH2:3]1.[H][H]>O1CCCC1.[Pd].[O-]S([O-])(=O)=O.[Ba+2]>[CH3:1][C@H:2]1[CH2:30][O:29][C@@:5]2([O:9][C@H:8]3[CH2:10][C@H:11]4[C@@H:16]5[CH2:17][CH2:18][C@@H:19]6[CH2:20][C:21](=[O:22])[CH2:23][CH2:24][C@:25]6([CH3:26])[C@H:15]5[CH2:14][CH2:13][C@:12]4([CH3:27])[C@H:7]3[C@@H:6]2[CH3:28])[CH2:4][CH2:3]1 |f:3.4.5|. Procedure details: Diosgenone (700 g) was dissolved in tetrahydrofuran (THF) (4500 ml) and inerted with nitrogen. The mixture was treated with activated carbon (35 g) and hydrogenated over 5% Pd—BaSO4 (reduced) (35 g) at 25° C. and 2.5 barg hydrogen. The catalyst was removed by filtration and the mixture concentrated to ca. quarter volume. Water (3000 ml) was added over ca. 30 minutes and the resultant solid filtered. The solid was washed with methanol (560 ml) and dried under vacuum at 40-50° C. to afford smilage... The reactants are C#CCCCC, CCC=O. Yields the product CCCCC=CC(O)CC. As a reaction SMILES: [CH:1]#[C:2][CH2:3][CH2:4][CH2:5][CH3:6].[CH:7]([CH2:8][CH3:9])=[O:10]>>[CH:1](=[CH:2][CH2:3][CH2:4][CH2:5][CH3:6])[CH:7]([CH2:8][CH3:9])[OH:10]. The reactants are C(#N)CCOC(C=C)=O (cyanoethylacrylate), C(C=C)(=O)O (acrylic acid), C(#N)CCOC(C=C)=O (cyanoethylacrylate), C(C=C)(=O)O (acrylic acid), N(=NC(C#N)(C)C)C(C#N)(C)C (2,2'-azobis(isobutyronitrile)), N(=NC(C#N)(C)C)C(C#N)(C)C (2,2'-azobis(isobutyronitrile)). Run in C1(CCCCC1)=O (cyclohexanone). Reaction conditions: time 24 hour. The product is C(#N)CCOC(C=C)=O.C(C=C)(=O)O (cyanoethylacrylate acrylic acid), C(#N)CCOC(C=C)=O (cyanoethylacrylate), C(C=C)(=O)O (acrylic acid). As a reaction SMILES: [C:1]([CH2:3][CH2:4][O:5][C:6](=[O:9])[CH:7]=[CH2:8])#[N:2].[C:10]([OH:14])(=[O:13])[CH:11]=[CH2:12].N(C(C)(C)C#N)=NC(C)(C)C#N>C1(=O)CCCCC1>[C:1]([CH2:3][CH2:4][O:5][C:6](=[O:9])[CH:7]=[CH2:8])#[N:2].[C:10]([OH:14])(=[O:13])[CH:11]=[CH2:12].[C:1]([CH2:3][CH2:4][O:5][C:6](=[O:9])[CH:7]=[CH2:8])#[N:2].[C:6]([OH:9])(=[O:5])[CH:7]=[CH2:8] |f:4.5|. Reported procedure: A cyanoethylacrylate/acrylic acid copolymer is prepared by mixing cyanoethylacrylate and acrylic acid in a molar ratio of 0.5 at a total solids concentration of 25 percent in cyclohexanone. The reaction solution also contains 0.04 percent 2,2'-azobis(isobutyronitrile) which acts as a free radical chain reaction initiator. As the reaction solution is heated, the 2,2'-azobis(isobutyronitrile) decomposes, with the evolution of nitrogen, forming two free radicals which initiate the polymerization of... The reactants are O=CCCCC1(CCN(CC1)C(=O)OC(C)(C)C)C(=O)OC (Methyl 4-(4-oxobut-1-yl)-1-(tert-butoxycarbonyl)piperidine-4-carboxylate), CC(=O)C.OS(=O)(=O)O.O=[Cr](=O)=O (Jones reagent). Run in CC(=O)C (acetone). Conditions: time 5 minute. The product is C(C)(C)(C)OC(=O)N1CCC(CC1)(C(=O)OC)CCCC(=O)O (4-(1-(tert-Butoxycarbonyl)-4-(methoxycarbonyl)piperidin-4-yl)butanoic acid). RXN SMILES: [O:1]=[CH:2][CH2:3][CH2:4][CH2:5][C:6]1([C:19]([O:21][CH3:22])=[O:20])[CH2:11][CH2:10][N:9]([C:12]([O:14][C:15]([CH3:18])([CH3:17])[CH3:16])=[O:13])[CH2:8][CH2:7]1.CC(C)=[O:25].OS(O)(=O)=O.O=[Cr](=O)=O>CC(C)=O>[C:15]([O:14][C:12]([N:9]1[CH2:8][CH2:7][C:6]([CH2:5][CH2:4][CH2:3][C:2]([OH:25])=[O:1])([C:19]([O:21][CH3:22])=[O:20])[CH2:11][CH2:10]1)=[O:13])([CH3:17])([CH3:18])[CH3:16] |f:1.2.3|. Procedure details: To a solution of methyl 4-(4-oxobut-1-yl)-1-(tert-butoxycarbonyl)piperidine-4-carboxylate (23.0 g, 0.0734 mol) from Step C in acetone (775 mL) at room temperature was added Jones reagent (28.2 mL, 2.6M) via syringe. After 5 min, the reaction mixture was concentrated. The residue was taken up in water and diethyl ether and extracted three times with diethyl ether. The organic layers were combined, washed with brine, dried over sodium sulfate, filtered, and concentrated to give the title compound ... Starting materials: C(C)(C)(C)OC(C(=C(NCCCN1C(CCCCC1)=O)NC1=CC(=CC(=C1)C(F)(F)F)C(F)(F)F)C#N)=O (3-[3,5-bis(trifluoromethyl)phenylamino]-2-cyano-3-[3-(2-oxoazepan-1-yl)propylamino]acrylic acid tert-butyl ester), C(=O)(O)[O-].[Na+] (NaHCO3), C(=O)(C(F)(F)F)O (TFA), ice. Solvent: C(Cl)Cl (DCM). Reaction conditions: temperature 0 celsius, time 30 minute. Product: FC(C=1C=C(C=C(C1)C(F)(F)F)NC(=CC#N)NCCCN1C(CCCCC1)=O)(F)F (3-[3,5-bis(trifluoromethyl)phenylamino]-3-[3-(2-oxoazepan-1-yl)propylamino]acrylonitrile). Isolated yield 114.5%. RXN SMILES: C(OC(=O)[C:7]([C:36]#[N:37])=[C:8]([NH:21][C:22]1[CH:27]=[C:26]([C:28]([F:31])([F:30])[F:29])[CH:25]=[C:24]([C:32]([F:35])([F:34])[F:33])[CH:23]=1)[NH:9][CH2:10][CH2:11][CH2:12][N:13]1[CH2:19][CH2:18][CH2:17][CH2:16][CH2:15][C:14]1=[O:20])(C)(C)C.C(O)(C(F)(F)F)=O.C([O-])(O)=O.[Na+]>C(Cl)Cl>[F:30][C:28]([F:29])([F:31])[C:26]1[CH:27]=[C:22]([NH:21][C:8]([NH:9][CH2:10][CH2:11][CH2:12][N:13]2[CH2:19][CH2:18][CH2:17][CH2:16][CH2:15][C:14]2=[O:20])=[CH:7][C:36]#[N:37])[CH:23]=[C:24]([C:32]([F:35])([F:33])[F:34])[CH:25]=1 |f:2.3|. Reported procedure: To a solution of 3-[3,5-bis(trifluoromethyl)phenylamino]-2-cyano-3-[3-(2-oxoazepan-1-yl)propylamino]acrylic acid tert-butyl ester (203 mg, 0.37 mmol) in DCM (6.0 mL) at 0° C. TFA (6.0 mL) was added. The resulting mixture was stirred at 0° C. for 30 min and then poured into an ice-cold, aqueous, saturated NaHCO3 -solution (100 mL). After dilution with DCM (30 mL) phases were separated, the aqueous layer was extracted (3×20 mL DCM), the combined extracts were washed with brine (2×50 mL), dried (ma... Reactants: Cl[SiH](Cl)Cl (trichlorosilane), CC1=CCCCC1 (1-methylcyclohexene), C=C (C2H4). The solvent is C(Cl)(Cl)Cl (chloroform). Reaction conditions: time 6 day. Yields the product Cl[Si](Cl)(Cl)CC1CCCCC1 (trichlorosilylmethylcyclohexane). As a reaction SMILES: [Cl:1][SiH:2]([Cl:4])[Cl:3].[CH3:5][C:6]1[CH2:11][CH2:10][CH2:9][CH2:8][CH:7]=1.C=C>C(Cl)(Cl)Cl>[Cl:1][Si:2]([CH2:5][CH:6]1[CH2:11][CH2:10][CH2:9][CH2:8][CH2:7]1)([Cl:4])[Cl:3]. Procedure: A mixture of 20 ml trichlorosilane, 25 ml chloroform, 8.1 g 1-methylcyclohexene and 0.055 g (phenazine)PtCl2 (C2H4) was refluxed and stirred under nitrogen for 6 days. Distillation of the reaction mixture afforded 2.2 g of trichlorosilylmethylcyclohexane C6H11CH2SiCl3 which was characterized by its mass and NMR spectra.